Dataset: the Open Reaction Database (ORD), a public repository of structured organic reaction records. Task: describe an organic reaction: reactants, conditions, products, and yield Starting materials: CCOC(=O)N1CC2C(C)CN(Cc3ccccc3)C2C1, Cl. Product: CC1CN(Cc2ccccc2)C2CNCC12. RXN SMILES: [CH2:1]([c:2]1[cH:3][cH:4][cH:5][cH:6][cH:7]1)[N:8]1[CH:9]2[CH2:10][N:11]([C:17]([O:18][CH2:19][CH3:20])=[O:21])[CH2:12][CH:13]2[CH:14]([CH3:16])[CH2:15]1.[ClH:22]>>[CH2:1]([c:2]1[cH:3][cH:4][cH:5][cH:6][cH:7]1)[N:8]1[CH:9]2[CH2:10][NH:11][CH2:12][CH:13]2[CH:14]([CH3:16])[CH2:15]1. Starting materials: CO, COCCOc1ccc([N+](=O)[O-])c(N)c1, [Na+], [Na+], O=C([O-])[O-], O. Reaction SMILES: [CH3:16][OH:17].[N+:1]([O-:2])(=[O:3])[c:4]1[c:5]([NH2:6])[cH:7][c:8]([O:11][CH2:12][CH2:13][O:14][CH3:15])[cH:9][cH:10]1.[Na+:18].[Na+:19].[O-:20][C:21](=[O:22])[O-:23].[OH2:24]>>[NH2:1][c:4]1[c:5]([NH2:6])[cH:7][c:8]([O:11][CH2:12][CH2:13][O:14][CH3:15])[cH:9][cH:10]1. Product: COCCOc1ccc(N)c(N)c1. Starting materials: [NH4+].[OH-] (NH4OH), Cl (HCl), NC1=C(SC=C1)C(=O)OC (methyl 3-aminothiophene-2-carboxylate), C1(CC1)C#N (cyclopropanecarbonitrile). The solvent is O1CCOCC1 (dioxane), O (water). Product: C1(CC1)C=1N=C(C2=C(N1)C=CS2)O (2-Cyclopropylthieno[3,2-d]pyrimidine-4-ol). The yield is 72.0%. As a reaction SMILES: Cl.[NH2:2][C:3]1[CH:7]=[CH:6][S:5][C:4]=1[C:8]([O:10]C)=O.[CH:12]1([C:15]#[N:16])[CH2:14][CH2:13]1.[NH4+].[OH-]>O1CCOCC1.O>[CH:12]1([C:15]2[N:16]=[C:8]([OH:10])[C:4]3[S:5][CH:6]=[CH:7][C:3]=3[N:2]=2)[CH2:14][CH2:13]1 |f:3.4|. Procedure: Dry HCl gas was bubbled through a solution of methyl 3-aminothiophene-2-carboxylate (1.64 g, 10.4 mmol) and cyclopropanecarbonitrile (27 mL) in dioxane (40 mL) for 1 h then the reaction mixture was diluted with cold water (2 volumes), basified with NH4OH (50 mL) and the resulting solid filtered and air dried to give the title compound (1.44 g, 72%) as a white solid: IR νmax (Nujol)/cm−1 2925, 1664, 1597, 788; NMR δH (400 MHz, DMSO) 1.04 (4H, m), 2.00 (1H, m), 7.20 (1H, d J 5.0 Hz), 8.10 (1H, d, ... Reactants: C1=CC(=CC(=C1)Cl)C(=O)OO (mCPBA), CSC1CC(N1CC(CCCCCCCC1=CC=CC=C1)=O)=O (4-methylthio-1-(9-phenyl-2-oxononyl)azetidin-2-one). Run in ClCCl (dichloromethane), ClCCl (dichloromethane). Run at time 90 minute. Product: CS(=O)C1CC(N1CC(CCCCCCCC1=CC=CC=C1)=O)=O (4-methylsulphinyl-1-(9-phenyl-2-oxononyl)azetidin-2-one), solid. Yield: 69.0%. As a reaction SMILES: [CH3:1][S:2][CH:3]1[N:6]([CH2:7][C:8](=[O:22])[CH2:9][CH2:10][CH2:11][CH2:12][CH2:13][CH2:14][CH2:15][C:16]2[CH:21]=[CH:20][CH:19]=[CH:18][CH:17]=2)[C:5](=[O:23])[CH2:4]1.C1C=C(Cl)C=C(C(OO)=[O:32])C=1>ClCCl>[CH3:1][S:2]([CH:3]1[N:6]([CH2:7][C:8](=[O:22])[CH2:9][CH2:10][CH2:11][CH2:12][CH2:13][CH2:14][CH2:15][C:16]2[CH:17]=[CH:18][CH:19]=[CH:20][CH:21]=2)[C:5](=[O:23])[CH2:4]1)=[O:32]. Procedure details: A solution of 4-methylthio-1-(9-phenyl-2-oxononyl)azetidin-2-one (0.993 g, 2.98 mmol) in dry dichloromethane (90 ml) was cooled to -50° C. and mCPBA (0.95 g, 2.58 mmol) in dry dichloromethane (50 ml) was added dropwise over 30 minutes, then stirred for 90 minutes at room temperature. This was washed with dil Na2SO3, dil NaHCO3 and water (×2), dried (MgSO4)and evaporated to a solid (1.09 g). This was purified by flash chromatography on silica gel eluted with petroleum ether/ethyl acetate 1 ethano... Starting materials: B, O=C(O)Cc1ccccc1I, C1CCOC1. Product: OCCc1ccccc1I. RXN SMILES: [BH3:12].[I:1][c:2]1[c:3]([CH2:8][C:9](=[O:10])[OH:11])[cH:4][cH:5][cH:6][cH:7]1.[O:13]1[CH2:14][CH2:15][CH2:16][CH2:17]1>>[I:1][c:2]1[c:3]([CH2:8][CH2:9][OH:10])[cH:4][cH:5][cH:6][cH:7]1. The reactants are BrC=1C=CC=C2C=CC=NC12 (8-bromoquinoline), C(CCC)[Sn](C(=C)OCC)(CCCC)CCCC (tributyl(1-ethoxyvinyl)stannane). Reagents/catalysts: C=1C=CC(=CC1)[P](C=2C=CC=CC2)(C=3C=CC=CC3)[Pd]([P](C=4C=CC=CC4)(C=5C=CC=CC5)C=6C=CC=CC6)([P](C=7C=CC=CC7)(C=8C=CC=CC8)C=9C=CC=CC9)[P](C=1C=CC=CC1)(C=1C=CC=CC1)C=1C=CC=CC1 (Pd(PPh3)4). Solvent: C1(=CC=CC=C1)C (toluene). Conditions: temperature 70 celsius. The product is N1=CC=CC2=CC=CC(=C12)C(C)=O (1-(quinolin-8-yl)ethanone). Isolated yield 72.6%. RXN SMILES: Br[C:2]1[CH:3]=[CH:4][CH:5]=[C:6]2[C:11]=1[N:10]=[CH:9][CH:8]=[CH:7]2.C([Sn](CCCC)(CCCC)[C:17]([O:19]CC)=[CH2:18])CCC>C1(C)C=CC=CC=1.C1C=CC([P]([Pd]([P](C2C=CC=CC=2)(C2C=CC=CC=2)C2C=CC=CC=2)([P](C2C=CC=CC=2)(C2C=CC=CC=2)C2C=CC=CC=2)[P](C2C=CC=CC=2)(C2C=CC=CC=2)C2C=CC=CC=2)(C2C=CC=CC=2)C2C=CC=CC=2)=CC=1>[N:10]1[C:11]2[C:6](=[CH:5][CH:4]=[CH:3][C:2]=2[C:17](=[O:19])[CH3:18])[CH:7]=[CH:8][CH:9]=1 |^1:40,42,61,80|. Reported procedure: A mixture of 8-bromoquinoline (2.0 g, 9.661 mmol), tributyl(1-ethoxyvinyl)stannane (4.19 g, 11.59 mmol), and Pd(PPh3)4 (557 mg, 0.483 mmol) in toluene (50 mL) was heated under argon at 70° C. for 24 h. The mixture was cooled to RT and extracted with EtOAc (2×25 mL). The combined extracts were dried over Na2SO4, filtered, and concentrated in vacuo. Chromatographic purification of the residue (silica gel, 30% EtOAc/petroleum ether) furnished 1-(quinolin-8-yl)ethanone (1.2 g, 7.01 mmol, 73% yield) ... Starting materials: NC=1C=C(C=CC1)C1N=C2SCCN2C1 (6-(m-aminophenyl)-2,3,5,6-tetrahydroimidazo[2,1-b]thiazole), C[Al](C)C (trimethylaluminium), C(C)OC(=O)C1=CC(=NN1C1=CC=CC=C1)C (3-methyl-1-phenylpyrazole 5-carboxylic acid ethyl ester). Solvent: ClCCl (dichloromethane), ClCCl (dichloromethane). The product is CC1=NN(C(=C1)C(=O)NC=1C=C(C=CC1)C1N=C2SCCN2C1)C1=CC=CC=C1 (6-[m-(3-Methyl-1-phenylpyrazole-5-carboxamido)phenyl]-2,3,5,6-tetrahydroimidazo[2,1-b]thiazole). Yield: 73.6%. RXN SMILES: [NH2:1][C:2]1[CH:3]=[C:4]([CH:8]2[CH2:15][N:14]3[C:10]([S:11][CH2:12][CH2:13]3)=[N:9]2)[CH:5]=[CH:6][CH:7]=1.C[Al](C)C.C([O:22][C:23]([C:25]1[N:29]([C:30]2[CH:35]=[CH:34][CH:33]=[CH:32][CH:31]=2)[N:28]=[C:27]([CH3:36])[CH:26]=1)=O)C>ClCCl>[CH3:36][C:27]1[CH:26]=[C:25]([C:23]([NH:1][C:2]2[CH:3]=[C:4]([CH:8]3[CH2:15][N:14]4[C:10]([S:11][CH2:12][CH2:13]4)=[N:9]3)[CH:5]=[CH:6][CH:7]=2)=[O:22])[N:29]([C:30]2[CH:35]=[CH:34][CH:33]=[CH:32][CH:31]=2)[N:28]=1. Procedure details: To 6-(m-aminophenyl)-2,3,5,6-tetrahydroimidazo[2,1-b]thiazole (1.43 g; 6.5 mmol) in dry dichloromethane (30 ml) under nitrogen at room temperature was added trimethylaluminium (10 ml; 25% in hexane). After 30 mins 3-methyl-1-phenylpyrazole 5-carboxylic acid ethyl ester (1.5 g, 6.5 mmol) in dry dichloromethane (5 ml) was added and the mixture heated under reflux for 24 hr. The reaction was quenched by the slow addition of hydrochloric acid (20 ml; 2 N aqueous), the resulting two phase system basi... The reactants are C([O-])([O-])=O.[Cs+].[Cs+] (cesium carbonate), C(C1=CC=CC=C1)CNC[C@@H]1[C@@H](C2=CC=C(C=C2CC1)O)C1=CC=CC=C1 (cis-2-(N-benzylmethylamino)methyl-6-hydroxy-1-phenyl-1,2,3,4-tetrahydronaphthalene), CN(C=O)C (N,N-dimethylformamide), C(C1=CC=CC=C1)Br (benzyl bromide). Run in O (water). Reaction conditions: temperature 80 celsius, time 2 hour. Yields the product C(C1=CC=CC=C1)CNC[C@@H]1[C@@H](C2=CC=C(C=C2CC1)OCC1=CC=CC=C1)C1=CC=CC=C1 (cis-2-(N-Benzylmethylamino)methyl-6-benzyloxy-1-phenyl-1,2,3,4-tetrahydronaphthalene). The yield is 72.0%. RXN SMILES: C(=O)([O-])[O-].[Cs+].[Cs+].[CH2:7]([CH2:14][NH:15][CH2:16][C@H:17]1[CH2:26][CH2:25][C:24]2[C:19](=[CH:20][CH:21]=[C:22]([OH:27])[CH:23]=2)[C@H:18]1[C:28]1[CH:33]=[CH:32][CH:31]=[CH:30][CH:29]=1)[C:8]1[CH:13]=[CH:12][CH:11]=[CH:10][CH:9]=1.CN(C)C=O.[CH2:39](Br)[C:40]1[CH:45]=[CH:44][CH:43]=[CH:42][CH:41]=1>O>[CH2:7]([CH2:14][NH:15][CH2:16][C@H:17]1[CH2:26][CH2:25][C:24]2[C:19](=[CH:20][CH:21]=[C:22]([O:27][CH2:39][C:40]3[CH:45]=[CH:44][CH:43]=[CH:42][CH:41]=3)[CH:23]=2)[C@H:18]1[C:28]1[CH:33]=[CH:32][CH:31]=[CH:30][CH:29]=1)[C:8]1[CH:13]=[CH:12][CH:11]=[CH:10][CH:9]=1 |f:0.1.2|. Procedure: To a mixture of cesium carbonate (1.09 g), cis-2-(N-benzylmethylamino)methyl-6-hydroxy-1-phenyl-1,2,3,4-tetrahydronaphthalene (600 mg) and N,N-dimethylformamide (10 cm3) was added benzyl bromide (0.236 cm3). The resulting mixture was warmed to 80° C. and stirred for 2 h. Upon cooling, water (50 cm3) was added and the aqueous mass was extracted with ether (2×50 cm3). The combined ether extracts were washed with water (30 cm3), dried (Na2SO4), filtered and the solvent was evaporated under reduced ...